From a dataset of the Open Reaction Database (ORD), a public repository of structured organic reaction records. describe an organic reaction: reactants, conditions, products, and yield Starting materials: CC1=NC(C(NC2=C1C=CC=C2)=O)NC(=O)OCC2=CC=CC=C2 (1,3-dihydro-5-methyl-3(R,S)[-(benzyloxycarbonyl )-amino]-2H- 1,4-benzodiazepin-2-one), [H-].[Na+] (sodium hydride), IC (iodomethane). Run in CN(C=O)C (dimethylformamide). Conditions: time 30 minute. Product: CN1C(C(N=C(C2=C1C=CC=C2)C)NC(=O)OCC2=CC=CC=C2)=O (1,3-Dihydro-1,5-dimethyl-3(R,S)[-(benzyl oxycarbonyl )-amino]-2H- 1,4-benzodiazepin-2-one). Isolated yield 50.2%. Reaction SMILES: [CH3:1][C:2]1[C:8]2[CH:9]=[CH:10][CH:11]=[CH:12][C:7]=2[NH:6][C:5](=[O:13])[CH:4]([NH:14][C:15]([O:17][CH2:18][C:19]2[CH:24]=[CH:23][CH:22]=[CH:21][CH:20]=2)=[O:16])[N:3]=1.[H-].[Na+].I[CH3:28]>CN(C)C=O>[CH3:28][N:6]1[C:7]2[CH:12]=[CH:11][CH:10]=[CH:9][C:8]=2[C:2]([CH3:1])=[N:3][CH:4]([NH:14][C:15]([O:17][CH2:18][C:19]2[CH:24]=[CH:23][CH:22]=[CH:21][CH:20]=2)=[O:16])[C:5]1=[O:13] |f:1.2|. Procedure details: A solution of 1,3-dihydro-5-methyl-3(R,S)[-(benzyloxycarbonyl )-amino]-2H- 1,4-benzodiazepin-2-one (2 g, 6.2 mmol) in dimethylformamide (20 ml), under an atmosphere of nitrogen, was treated with sodium hydride (0.26 g of a 57% dispersion in mineral oil, 6.2 mmol) in one portion, at -10° C. After 30 min, iodomethane (0.39 ml, 6.2 mmol) was added and the resulting mixture stirred at room temperature for 3 h. The solvent was then evaporated and the crude residue partitioned between water (20 ml) an... Reactants: [OH-].[Na+] (sodium hydroxide), COC(=O)C1=NC(=C(N=C1N)N)Cl (Methyl-3,5-diamino-6-chloropyrazine-2-carboxylate), Cl (hydrochloric acid). The solvent is O1CCOCC1 (dioxane). Conditions: time 8 hour. Product: NC=1C(=NC(=C(N1)N)Cl)C(=O)O (3,5-Diamino-6-chloropyrazine-2-carboxylic acid). Reaction SMILES: C[O:2][C:3]([C:5]1[C:10]([NH2:11])=[N:9][C:8]([NH2:12])=[C:7]([Cl:13])[N:6]=1)=[O:4].[OH-].[Na+].Cl>O1CCOCC1>[NH2:11][C:10]1[C:5]([C:3]([OH:4])=[O:2])=[N:6][C:7]([Cl:13])=[C:8]([NH2:12])[N:9]=1 |f:1.2|. Procedure: Methyl-3,5-diamino-6-chloropyrazine-2-carboxylate (8.5 g, 41.9 mmol) is dissolved in dioxane (200 mL), sodium hydroxide (1 M in water, 125 mL, 125 mmol) added and the mixture stirred overnight at room temperature. The reaction mixture is acidified to pH 5 with 4 M hydrochloric acid and concentrated to one third of the initial volume. The resulting solid is collected by filtration, washed with water and dried under vacuum at 50° C. Yield: 7.4 g Product: Oc1ccc(Oc2ccnc3[nH]ccc23)cc1. RXN SMILES: [CH2:1]([c:2]1[cH:3][cH:4][cH:5][cH:6][cH:7]1)[O:8][c:9]1[cH:10][cH:11][c:12]([O:13][c:14]2[c:15]3[c:16]([n:17][cH:18][cH:19]2)[nH:20][cH:21][cH:22]3)[cH:23][cH:24]1.[CH3:25][OH:26]>>[OH:8][c:9]1[cH:10][cH:11][c:12]([O:13][c:14]2[c:15]3[c:16]([n:17][cH:18][cH:19]2)[nH:20][cH:21][cH:22]3)[cH:23][cH:24]1. The reactants are c1ccc(COc2ccc(Oc3ccnc4[nH]ccc34)cc2)cc1, CO. Reactants: Cl.Cl.[C@H]1(CCCN2CCCC[C@H]12)CN1CCC(CC1)NC(=O)C=1NC2=CC=CC(=C2C1)OCC1=COC2=C1C=CC(=C2)Cl (4-(6-Chloro-benzofuran-3-ylmethoxy)-1H-indole-2-carboxylic acid {1-[(1S,9aR)-1-(octahydro-quinolizin-1-yl)methyl]-piperidin-4-yl}-amide dihydrochloride), Cl.Cl.Cl.NC1CCN(CC1)CCN1C[C@@H]([C@H](CC1)O)C ((3S,4S)-1-[2-(4-Amino-piperidin-1-yl)-ethyl]-3-methyl-piperidin-4-ol trihydrochloride). Product: O[C@@H]1[C@H](CN(CC1)CCN1CCC(CC1)NC(=O)C=1NC2=CC=CC(=C2C1)OCC1=COC2=C1C=CC(=C2)Cl)C (4-(6-Chloro-benzofuran-3-ylmethoxy)-1H-indole-2-carboxylic acid {1-[2-((3S,4S)-4-hydroxy-3-methyl-piperidin-1-yl)-ethyl]-piperidin-4-yl}-amide). RXN SMILES: Cl.Cl.[C@H]1(C[N:14]2[CH2:19][CH2:18][CH:17]([NH:20][C:21]([C:23]3[NH:24][C:25]4[C:30]([CH:31]=3)=[C:29]([O:32][CH2:33][C:34]3[C:38]5[CH:39]=[CH:40][C:41]([Cl:43])=[CH:42][C:37]=5[O:36][CH:35]=3)[CH:28]=[CH:27][CH:26]=4)=[O:22])[CH2:16][CH2:15]2)[C@@H]2N(CCCC2)CCC1.Cl.Cl.Cl.NC1CCN([CH2:54][CH2:55][N:56]2[CH2:61][CH2:60][C@H:59]([OH:62])[C@@H:58]([CH3:63])[CH2:57]2)CC1>>[OH:62][C@H:59]1[CH2:60][CH2:61][N:56]([CH2:55][CH2:54][N:14]2[CH2:15][CH2:16][CH:17]([NH:20][C:21]([C:23]3[NH:24][C:25]4[C:30]([CH:31]=3)=[C:29]([O:32][CH2:33][C:34]3[C:38]5[CH:39]=[CH:40][C:41]([Cl:43])=[CH:42][C:37]=5[O:36][CH:35]=3)[CH:28]=[CH:27][CH:26]=4)=[O:22])[CH2:18][CH2:19]2)[CH2:57][C@@H:58]1[CH3:63] |f:0.1.2,3.4.5.6|. Procedure: This compound is synthesized from 4-(6-chloro-benzofuran-3-ylmethoxy)-1H-indole-2-carboxylic acid (117, see example 72) and amine 14 analogously to the method described in example 1.